Dataset: the Open Reaction Database (ORD), a public repository of structured organic reaction records. Task: describe an organic reaction: reactants, conditions, products, and yield Starting materials: ClCCl, O=C(OO)c1cccc(Cl)c1, CCOC(=O)C(C)Oc1cccc(SCCCn2cc(C(c3ccccc3)c3ccccc3)ccc2=O)c1. Product: CCOC(=O)C(C)Oc1cccc(S(=O)CCCn2cc(C(c3ccccc3)c3ccccc3)ccc2=O)c1. RXN SMILES: [Cl:50][CH2:51][Cl:52].[OH:39][O:40][C:41]([c:42]1[cH:43][c:44]([Cl:45])[cH:46][cH:47][cH:48]1)=[O:49].[c:1]1([CH:7]([c:8]2[cH:9][cH:10][c:11](=[O:32])[n:12]([CH2:14][CH2:15][CH2:16][S:17][c:18]3[cH:19][c:20]([O:21][CH:22]([C:23](=[O:24])[O:25][CH2:26][CH3:27])[CH3:28])[cH:29][cH:30][cH:31]3)[cH:13]2)[c:33]2[cH:34][cH:35][cH:36][cH:37][cH:38]2)[cH:2][cH:3][cH:4][cH:5][cH:6]1>>[c:1]1([CH:7]([c:8]2[cH:9][cH:10][c:11](=[O:32])[n:12]([CH2:14][CH2:15][CH2:16][S:17]([c:18]3[cH:19][c:20]([O:21][CH:22]([C:23](=[O:24])[O:25][CH2:26][CH3:27])[CH3:28])[cH:29][cH:30][cH:31]3)=[O:39])[cH:13]2)[c:33]2[cH:34][cH:35][cH:36][cH:37][cH:38]2)[cH:2][cH:3][cH:4][cH:5][cH:6]1.